Task: describe an organic reaction: reactants, conditions, products, and yield. Dataset: the Open Reaction Database (ORD), a public repository of structured organic reaction records Reactants: CC=CC#N, N#CC(c1cccc(C(F)(F)F)c1)N1CCOCC1, C1CCOC1. Product: CC(CC#N)C(C#N)(c1cccc(C(F)(F)F)c1)N1CCOCC1. As a reaction SMILES: [C:20]([CH:21]=[CH:22][CH3:23])#[N:24].[F:1][C:2]([c:3]1[cH:4][c:5]([CH:9]([C:10]#[N:11])[N:12]2[CH2:13][CH2:14][O:15][CH2:16][CH2:17]2)[cH:6][cH:7][cH:8]1)([F:18])[F:19].[O:25]1[CH2:26][CH2:27][CH2:28][CH2:29]1>>[F:1][C:2]([c:3]1[cH:4][c:5]([C:9]([C:10]#[N:11])([N:12]2[CH2:13][CH2:14][O:15][CH2:16][CH2:17]2)[CH:22]([CH2:21][C:20]#[N:24])[CH3:23])[cH:6][cH:7][cH:8]1)([F:18])[F:19]. Reactants: [Cl-].O[NH3+] (hydroxylammonium chloride), C(O)([O-])=O.[Na+] (sodium hydrogen carbonate), CS(=O)C (dimethyl sulfoxide), O1C(=NN=C1)CO[C@@H]1CC[C@H](CC1)N1C=2N(C(=C(C1=O)CC1=CC=C(C=C1)C=1C(=CC=CC1)C#N)CCC)N=CN2 (4′-({4-[trans-4-(1,3,4-oxadiazol-2-ylmethoxy)cyclohexyl]-5-oxo-7-propyl-4,5-dihydro[1,2,4]triazolo[1,5-a]pyrimidin-6-yl}methyl)biphenyl-2-carbonitrile). Run in O (water), C(C)(=O)OCC (Ethyl acetate). Reaction conditions: temperature 40 celsius, time 30 minute. Yields the product O=C1NC(=NO1)C1=C(C=CC=C1)C1=CC=C(C=C1)CC=1C(N(C=2N(C1CCC)N=CN2)[C@@H]2CC[C@H](CC2)OCC=2OC(NN2)=O)=O (6-{[2′-(5-oxo-4,5-dihydro-1,2,4-oxadiazol-3-yl)biphenyl-4-yl]methyl}-4-{trans-4-[(5-oxo-4,5-dihydro-1,3,4-oxadiazol-2-yl)methoxy]cyclohexyl}-7-propyl[1,2,4]triazolo[1,5-a]pyrimidin-5(4H)-one). Yield: 12.0%. RXN SMILES: [Cl-].[OH:2][NH3+:3].[C:4](=O)([O-])[OH:5].[Na+].CS(C)=[O:11].[O:13]1[CH:17]=[N:16][N:15]=[C:14]1[CH2:18][O:19][C@H:20]1[CH2:25][CH2:24][C@H:23]([N:26]2[C:31](=[O:32])[C:30]([CH2:33][C:34]3[CH:39]=[CH:38][C:37]([C:40]4[C:41]([C:46]#[N:47])=[CH:42][CH:43]=[CH:44][CH:45]=4)=[CH:36][CH:35]=3)=[C:29]([CH2:48][CH2:49][CH3:50])[N:28]3[N:51]=[CH:52][N:53]=[C:27]23)[CH2:22][CH2:21]1>O.C(OCC)(=O)C>[O:5]=[C:4]1[O:2][N:3]=[C:46]([C:41]2[CH:42]=[CH:43][CH:44]=[CH:45][C:40]=2[C:37]2[CH:38]=[CH:39][C:34]([CH2:33][C:30]3[C:31](=[O:32])[N:26]([C@H:23]4[CH2:22][CH2:21][C@H:20]([O:19][CH2:18][C:14]5[O:13][C:17](=[O:11])[NH:16][N:15]=5)[CH2:25][CH2:24]4)[C:27]4[N:28]([N:51]=[CH:52][N:53]=4)[C:29]=3[CH2:48][CH2:49][CH3:50])=[CH:35][CH:36]=2)[NH:47]1 |f:0.1,2.3|. Procedure: A mixture of hydroxylammonium chloride (0.33 g), sodium hydrogen carbonate (0.53 g) and dimethyl sulfoxide (2 mL) was stirred at 40° C. for 30 min, 4′-({4-[trans-4-(1,3,4-oxadiazol-2-ylmethoxy)cyclohexyl]-5-oxo-7-propyl-4,5-dihydro[1,2,4]triazolo[1,5-a]pyrimidin-6-yl}methyl)biphenyl-2-carbonitrile (0.17 g) was added, and the mixture was stirred at 90° C. for 11 hr. Ethyl acetate and water were added to the reaction mixture, and the mixture was extracted with ethyl acetate. The organic layer was ... Reactants: BrCC(=O)C1=CC=2C(CCC(C2C=C1)C)C (2-bromo-1-(5,8-dimethyl-5,6,7,8-tetrahydronaphthalen-2-yl)ethanone), C(C)(C)(C)OC(=O)N1CCC(CC1)C(N)=S (4-thiocarbamoylpiperidine-1-carboxylic acid tert-butyl ester), Br (hydrobromide). Yields the product CC1C=2C=CC(=CC2C(CC1)C)C=1N=C(SC1)C1CCNCC1 (4-[4-(5,8-dimethyl-5,6,7,8-tetrahydronaphthalen-2-yl)thiazol-2-yl]piperidine). As a reaction SMILES: Br[CH2:2][C:3]([C:5]1[CH:14]=[CH:13][C:12]2[CH:11]([CH3:15])[CH2:10][CH2:9][CH:8]([CH3:16])[C:7]=2[CH:6]=1)=O.C(OC([N:24]1[CH2:29][CH2:28][CH:27]([C:30](=[S:32])[NH2:31])[CH2:26][CH2:25]1)=O)(C)(C)C.Br>>[CH3:15][CH:11]1[CH2:10][CH2:9][CH:8]([CH3:16])[C:7]2[CH:6]=[C:5]([C:3]3[N:31]=[C:30]([CH:27]4[CH2:28][CH2:29][NH:24][CH2:25][CH2:26]4)[S:32][CH:2]=3)[CH:14]=[CH:13][C:12]1=2. Reported procedure: The preparation was carried out as already described starting from 1.09 g (2.05 mmol) of 2-bromo-1-(5,8-dimethyl-5,6,7,8-tetrahydronaphthalen-2-yl)ethanone and 500 mg (2.05 mmol) of 4-thiocarbamoylpiperidine-1-carboxylic acid tert-butyl ester. The product is in the form of the hydrobromide. The reactants are ClCCl, [Na+], [Na+], [Na+], O=S([O-])([O-])=S, O=C([O-])O, O, CC(C)(C)OC(=O)n1c2c(c3ccccc31)CCN(c1ncc(CO)cn1)C2. The product is CC(C)(C)OC(=O)n1c2c(c3ccccc31)CCN(c1ncc(C=O)cn1)C2. Reaction SMILES: [Cl:41][CH2:42][Cl:43].[Na+:29].[Na+:30].[Na+:40].[O-:31][S:32]([O-:33])(=[S:34])=[O:35].[O-:36][C:37]([OH:38])=[O:39].[OH2:44].[OH:1][CH2:2][c:3]1[cH:4][n:5][c:6]([N:9]2[CH2:10][c:11]3[n:12]([C:22](=[O:23])[O:24][C:25]([CH3:26])([CH3:27])[CH3:28])[c:13]4[cH:14][cH:15][cH:16][cH:17][c:18]4[c:19]3[CH2:20][CH2:21]2)[n:7][cH:8]1>>[O:1]=[CH:2][c:3]1[cH:4][n:5][c:6]([N:9]2[CH2:10][c:11]3[n:12]([C:22](=[O:23])[O:24][C:25]([CH3:26])([CH3:27])[CH3:28])[c:13]4[cH:14][cH:15][cH:16][cH:17][c:18]4[c:19]3[CH2:20][CH2:21]2)[n:7][cH:8]1.